This data is from the Open Reaction Database (ORD), a public repository of structured organic reaction records. The task is: describe an organic reaction: reactants, conditions, products, and yield Starting materials: C(\C=C\C(=O)O)(=O)O (fumaric acid), Cl.N[C@H](C(=O)O[C@@H](COC(C)=O)C)CC1=CC(=C(C=C1)OC(=O)OCC)OC(=O)OCC ((1R)-2-Acetyloxy-1-methylethyl(2S)-2-Amino-3-[3,4-bis(ethoxycarbonyloxy)phenyl]propanoate Hydrochloride). Solvent: C(C)(=O)OCC (ethyl acetate), C(C)(=O)OCC (ethyl acetate). Conditions: time 30 minute. The product is C(\C=C\C(=O)O)(=O)O.N[C@H](C(=O)O[C@@H](COC(C)=O)C)CC1=CC(=C(C=C1)OC(=O)OCC)OC(=O)OCC ((1R)-2-Acetyloxy-1-methylethyl(2S)-2-Amino-3-[3,4-bis(ethoxycarbonyloxy)phenyl]propanoate Hydrogen Fumarate). The yield is 75.2%. Reaction SMILES: Cl.[NH2:2][C@@H:3]([CH2:14][C:15]1[CH:20]=[CH:19][C:18]([O:21][C:22]([O:24][CH2:25][CH3:26])=[O:23])=[C:17]([O:27][C:28]([O:30][CH2:31][CH3:32])=[O:29])[CH:16]=1)[C:4]([O:6][C@H:7]([CH3:13])[CH2:8][O:9][C:10](=[O:12])[CH3:11])=[O:5].[C:33]([OH:40])(=[O:39])/[CH:34]=[CH:35]/[C:36]([OH:38])=[O:37]>C(OCC)(=O)C>[C:33]([OH:40])(=[O:39])/[CH:34]=[CH:35]/[C:36]([OH:38])=[O:37].[NH2:2][C@@H:3]([CH2:14][C:15]1[CH:20]=[CH:19][C:18]([O:21][C:22]([O:24][CH2:25][CH3:26])=[O:23])=[C:17]([O:27][C:28]([O:30][CH2:31][CH3:32])=[O:29])[CH:16]=1)[C:4]([O:6][C@H:7]([CH3:13])[CH2:8][O:9][C:10](=[O:12])[CH3:11])=[O:5] |f:0.1,4.5|. Procedure: (1R)-2-Acetyloxy-1-methylethyl(2S)-2-amino-3-[3,4-bis(ethoxycarbonyloxy)phenyl]propanoate hydrochloride (14) (10.5 g, 21.7 mmol) was mixed with ethyl acetate (250 mL), and then quickly washed with 5% sodium bicarbonate (100 mL) at 0° C. The organic layer was separated, dried over MgSO4, and then transferred to a flask charged with a mixture of fumaric acid (2.5 g, 21.8 mmol) and ethyl acetate. The mixture was stirred at room temperature for 30 min. The title compound (21) (9.1 g, 83% yield) was ... Yields the product C(C)(=O)NC(CCCCCCCCCCCC)C=1C(OCC1)=O (3-(1-acetamidotridecyl)-2(5H)-furanone). Reaction SMILES: [O:1]=O.[C:3]([NH:6][CH:7]([C:20]1[CH:24]=[CH:23][O:22][C:21]=1[Si](CC)(CC)CC)[CH2:8][CH2:9][CH2:10][CH2:11][CH2:12][CH2:13][CH2:14][CH2:15][CH2:16][CH2:17][CH2:18][CH3:19])(=[O:5])[CH3:4].[BH4-].[Na+]>>[C:3]([NH:6][CH:7]([C:20]1[C:21](=[O:1])[O:22][CH2:23][CH:24]=1)[CH2:8][CH2:9][CH2:10][CH2:11][CH2:12][CH2:13][CH2:14][CH2:15][CH2:16][CH2:17][CH2:18][CH3:19])(=[O:5])[CH3:4] |f:2.3|. Starting materials: O=O (Singlet oxygen), C(C)(=O)NC(CCCCCCCCCCCC)C1=C(OC=C1)[Si](CC)(CC)CC (3-(1-acetamido tridecyl)-2-triethylsilylfuran), [BH4-].[Na+] (sodium borohydride). Reported procedure: Reacting 3-(1-hydroxytridecyl)-2-triethylsilylfuran with diphenylphosphoryl azide and diethyl azidocarboxylate gives 3-(1-azidotridecyl)-2-triethylsilylfuran. Reducing this intermediate with lithium aluminum hydride, followed by acetylation with acetic anhydide gives 3-(1-acetamido tridecyl)-2-triethylsilylfuran. Singlet oxygen oxidation of this amide, followed by reduction with sodium borohydride gives 3-(1-acetamidotridecyl)-2(5H)-furanone.